From a dataset of the Open Reaction Database (ORD), a public repository of structured organic reaction records. describe an organic reaction: reactants, conditions, products, and yield Starting materials: C(C=O)(=O)O (glyoxylic acid), C1OC=2C=C(C=CC2O1)C(C)=O (3', 4'-methylenedioxyacetophenone). The solvent is O (water), O (water). Reaction conditions: time 3 hour. Yields the product C1OC=2C=C(C=CC2O1)C(CC(C(=O)O)O)=O (4-(3,4-methylenedioxyphenyl)-4-oxo-2-hydroxy-butanoic acid). Reaction SMILES: [C:1]([OH:5])(=[O:4])[CH:2]=[O:3].[CH2:6]1[O:14][C:13]2[CH:12]=[CH:11][C:10]([C:15](=[O:17])[CH3:16])=[CH:9][C:8]=2[O:7]1>O>[CH2:6]1[O:14][C:13]2[CH:12]=[CH:11][C:10]([C:15](=[O:17])[CH2:16][CH:2]([OH:3])[C:1]([OH:5])=[O:4])=[CH:9][C:8]=2[O:7]1. Reported procedure: 29.6 g (0.2 M) of glyoxylic acid, 50% in water, are heated under reduced pressure until about 80% of the water present has been eliminated; then, after cooling, 65.5 g (0.4 M) of 3', 4'-methylenedioxyacetophenone are introduced into the reaction medium. Heating is performed for 3 hours at 95° C. under reduced pressure, the residual water present being simultaneously distilled off. After the medium has been cooled, there are introduced 200 cm3 of chloroform and 400 cm3 of water containing 12 g of... Starting materials: CS(=O)(=O)Cl, CCCCCCCCC1(O[Si](C)(C)C)C=C(Cl)C(=O)C1C(O)CCCCCC(=O)OC, O, c1ccncc1. Product: CCCCCCCCC1(O[Si](C)(C)C)C=C(Cl)C(=O)C1=CCCCCCC(=O)OC. RXN SMILES: [CH3:32][S:33](=[O:34])(=[O:35])[Cl:36].[Cl:1][C:2]1=[CH:6][C:5]([O:7][Si:8]([CH3:9])([CH3:10])[CH3:11])([CH2:12][CH2:13][CH2:14][CH2:15][CH2:16][CH2:17][CH2:18][CH3:19])[CH:4]([CH:20]([CH2:21][CH2:22][CH2:23][CH2:24][CH2:25][C:26](=[O:27])[O:28][CH3:29])[OH:30])[C:3]1=[O:31].[OH2:37].[cH:38]1[cH:39][cH:40][n:41][cH:42][cH:43]1>>[Cl:1][C:2]1=[CH:6][C:5]([O:7][Si:8]([CH3:9])([CH3:10])[CH3:11])([CH2:12][CH2:13][CH2:14][CH2:15][CH2:16][CH2:17][CH2:18][CH3:19])[C:4](=[CH:20][CH2:21][CH2:22][CH2:23][CH2:24][CH2:25][C:26](=[O:27])[O:28][CH3:29])[C:3]1=[O:31]. Reactants: BrC=1C=CC(=C2C(=C(NC12)C)CCCC(=O)OC)F (methyl 4-(7-bromo-4-fluoro-2-methyl-1H-indol-3-yl)butanoate), BrCCCC(=O)OC (methyl 4-bromobutyrate), CC1=CC=C(C=C1)S(=O)(=O)OCCCCC1=C(C(=C(C=C1F)F)F)F (4-(2,3,4,6-tetrafluorophenyl)butyl 4-methylbenzene sulfonate). Yields the product FC1=C2C(=C(N(C2=C(C=C1)C#CC1=CC=C(C=C1)OCCCCC1=C(C(=C(C=C1F)F)F)F)CCCC(=O)OC)C)CCCC(=O)OC (Dimethyl 4,4′-[4-fluoro-2-methyl-7-({4-[4-(2,3,4,6-tetrafluorophenyl)butoxy]phenyl}ethynyl)-1H-indole-1,3-diyl]dibutanoate). As a reaction SMILES: Br[C:2]1[CH:3]=[CH:4][C:5]([F:19])=[C:6]2[C:10]=1[NH:9][C:8]([CH3:11])=[C:7]2[CH2:12][CH2:13][CH2:14][C:15]([O:17][CH3:18])=[O:16].Br[CH2:21][CH2:22][CH2:23][C:24]([O:26][CH3:27])=[O:25].CC1C=CC(S([O:38][CH2:39][CH2:40][CH2:41][CH2:42][C:43]2[C:48]([F:49])=[CH:47][C:46]([F:50])=[C:45]([F:51])[C:44]=2[F:52])(=O)=O)=CC=1>>[F:19][C:5]1[CH:4]=[CH:3][C:2]([C:8]#[C:7][C:6]2[CH:10]=[CH:2][C:3]([O:38][CH2:39][CH2:40][CH2:41][CH2:42][C:43]3[C:48]([F:49])=[CH:47][C:46]([F:50])=[C:45]([F:51])[C:44]=3[F:52])=[CH:4][CH:5]=2)=[C:10]2[C:6]=1[C:7]([CH2:12][CH2:13][CH2:14][C:15]([O:17][CH3:18])=[O:16])=[C:8]([CH3:11])[N:9]2[CH2:21][CH2:22][CH2:23][C:24]([O:26][CH3:27])=[O:25]. Reported procedure: By the same procedure as in Example 2→Example 3→Example 4→Example 8 using methyl 4-(7-bromo-4-fluoro-2-methyl-1H-indol-3-yl)butanoate instead of the compound prepared in Example 1; using methyl 4-bromobutyrate instead of ethyl 4-bromobutyrate; and using 4-(2,3,4,6-tetrafluorophenyl)butyl 4-methylbenzene sulfonate instead of the compound prepared in Example 7, the title compound having the following physical properties was obtained. Reactants: FC(F)(F)C(=NO)C1=CC(=CC=C1)C(F)(F)F ((3-trifluoromethyl phenyl) trifluoromethyl Ketoxime), suspension, [H-].[Al+3].[Li+].[H-].[H-].[H-] (lithium aluminum hydride). The solvent is C(C)(C)OC(C)C (isopropyl ether). Yields the product FC(C=1C=C(C=CC1)C(C(F)(F)F)N)(F)F (α-(3-trifluoromethyl phenyl) (trifluoroethyl) amine). Reaction SMILES: [F:1][C:2]([C:5]([C:8]1[CH:13]=[CH:12][CH:11]=[C:10]([C:14]([F:17])([F:16])[F:15])[CH:9]=1)=[N:6]O)([F:4])[F:3].[H-].[Al+3].[Li+].[H-].[H-].[H-]>C(OC(C)C)(C)C>[F:15][C:14]([F:16])([F:17])[C:10]1[CH:9]=[C:8]([CH:5]([NH2:6])[C:2]([F:1])([F:3])[F:4])[CH:13]=[CH:12][CH:11]=1 |f:1.2.3.4.5.6|. Procedure details: 2.5 g (3-trifluoromethyl phenyl) trifluoromethyl Ketoxime are suspended in 40 ml isopropyl ether and to this suspension 4 g lithium aluminum hydride are added. The mixture is heated to reflux for 3 hours then cooled. The excess of reagent is destroyed by cautious addition of an aqueous solution of tartaric acid. The mixture is made basic by adding sodium hydroxide and the ethereal phase is separated. The aqueous phase is further extracted with isopropyl ether; the organic solutions are united, w...